describe an organic reaction: reactants, conditions, products, and yield From a dataset of the Open Reaction Database (ORD), a public repository of structured organic reaction records. The reactants are C[S-].[Na+] (sodium thiomethoxide), ClC1=NC=CC=C1OCCO (2-[(2-chloro-3-pyridinyl)oxy]ethanol). Solvent: CN(C)C=O (DMF). Reaction conditions: time 1 hour. Yields the product CSC1=NC=CC=C1OCCO (2-{[2-(Methylsulfanyl)-3-pyridinyl]oxy}ethanol). Yield: 37.8%. As a reaction SMILES: [CH3:1][S-:2].[Na+].Cl[C:5]1[C:10]([O:11][CH2:12][CH2:13][OH:14])=[CH:9][CH:8]=[CH:7][N:6]=1>CN(C=O)C>[CH3:1][S:2][C:5]1[C:10]([O:11][CH2:12][CH2:13][OH:14])=[CH:9][CH:8]=[CH:7][N:6]=1 |f:0.1|. Reported procedure: To a suspension of sodium thiomethoxide (3.01 g, 42.9 mmol) in dry DMF (30 mL) was 2-[(2-chloro-3-pyridinyl)oxy]ethanol (7.82 g, 45.1 mmol, from Example 193, Step 1) added and the reaction mixture was stirred at ambient temperature for 1 h.. The solvent was removed under reduced pressure and the residue was partitioned between brine/1 M aqueous NaOH and CHCl3. The aqueous phase was extracted with an additional portion of CHCl3 and the combined organic layers were dried (MgSO4) and concentrated. ...